From a dataset of the Open Reaction Database (ORD), a public repository of structured organic reaction records. describe an organic reaction: reactants, conditions, products, and yield Starting materials: C=CCC(OCC(=C)C)C(=O)OCC, ClCCl. Product: CCOC(=O)C1CC=C(C)CO1. As a reaction SMILES: [CH2:1]([CH3:2])[O:3][C:4]([CH:5]([CH2:6][CH:7]=[CH2:8])[O:9][CH2:10][C:11](=[CH2:12])[CH3:13])=[O:14].[Cl:15][CH2:16][Cl:17]>>[CH2:1]([CH3:2])[O:3][C:4]([CH:5]1[CH2:6][CH:13]=[C:11]([CH3:12])[CH2:10][O:9]1)=[O:14]. Starting materials: COC(=O)Cl, Cl, O, Cc1ncc(CO)cc1O, c1ccncc1. The product is COC(=O)OCc1cnc(C)c(O)c1. As a reaction SMILES: [C:18]([O:19][CH3:20])(=[O:21])[Cl:22].[ClH:1].[OH2:23].[OH:2][CH2:3][c:4]1[cH:5][c:6]([OH:11])[c:7]([CH3:10])[n:8][cH:9]1.[cH:12]1[cH:13][cH:14][n:15][cH:16][cH:17]1>>[O:2]([CH2:3][c:4]1[cH:5][c:6]([OH:11])[c:7]([CH3:10])[n:8][cH:9]1)[C:18]([O:19][CH3:20])=[O:21]. The reactants are ClC1=CC=C(C=C1)C1=CC=C(O1)C=O (5-(p-chlorophenyl)-2-furaldehyde), N1CCCCC1 (piperidine), [N+](=O)([O-])CC (nitroethane). Product: ClC1=CC=C(C=C1)C=1OC(=CC1)C=C(C)[N+](=O)[O-] (2-(4-Chlorophenyl)-5-(2-nitro-1-propenyl)furan). RXN SMILES: [Cl:1][C:2]1[CH:7]=[CH:6][C:5]([C:8]2[O:12][C:11]([CH:13]=O)=[CH:10][CH:9]=2)=[CH:4][CH:3]=1.N1CCCCC1.[N+:21]([CH2:24][CH3:25])([O-:23])=[O:22]>>[Cl:1][C:2]1[CH:7]=[CH:6][C:5]([C:8]2[O:12][C:11]([CH:13]=[C:24]([N+:21]([O-:23])=[O:22])[CH3:25])=[CH:10][CH:9]=2)=[CH:4][CH:3]=1. Procedure details: A mixture of 82 g (0.4 mole) of 5-(p-chlorophenyl)-2-furaldehyde in 400 ml of nitroethane together with 4 ml of piperidine was heated at reflux for 2 hours.